From a dataset of the Open Reaction Database (ORD), a public repository of structured organic reaction records. describe an organic reaction: reactants, conditions, products, and yield The reactants are [OH-].[NH4+] (ammonium hydroxide), COCC1=CC=C(C=N1)OC=1C=C2C=C(NC2=C(C1)OC(C)C)C(=O)O (5-{[6-(methoxymethyl)pyridin-3-yl]oxy}-7-(1-methylethoxy)-1H-indole-2-carboxylic acid), ON1N=NC2=C1C=CC=C2 (1-hydroxybenzotriazole), Cl.C(C)N=C=NCCCN(C)C (1-ethyl-3-(3-dimethylaminopropyl)carbodiimide hydrochloride). Solvent: CN(C=O)C (N,N-dimethylformamide), O (Water). Reaction conditions: time 30 minute. Product: COCC1=CC=C(C=N1)OC=1C=C2C=C(NC2=C(C1)OC(C)C)C(=O)N (5-{[6-(Methoxymethyl)pyridin-3-yl]oxy}-7-(1-methylethoxy)-1H-indole-2-carboxamide). The yield is 73.6%. As a reaction SMILES: [CH3:1][O:2][CH2:3][C:4]1[N:9]=[CH:8][C:7]([O:10][C:11]2[CH:12]=[C:13]3[C:17](=[C:18]([O:20][CH:21]([CH3:23])[CH3:22])[CH:19]=2)[NH:16][C:15]([C:24](O)=[O:25])=[CH:14]3)=[CH:6][CH:5]=1.O[N:28]1C2C=CC=CC=2N=N1.Cl.C(N=C=NCCCN(C)C)C.[OH-].[NH4+]>O.CN(C)C=O>[CH3:1][O:2][CH2:3][C:4]1[N:9]=[CH:8][C:7]([O:10][C:11]2[CH:12]=[C:13]3[C:17](=[C:18]([O:20][CH:21]([CH3:22])[CH3:23])[CH:19]=2)[NH:16][C:15]([C:24]([NH2:28])=[O:25])=[CH:14]3)=[CH:6][CH:5]=1 |f:2.3,4.5|. Procedure details: A mixture of 5-{[6-(methoxymethyl)pyridin-3-yl]oxy}-7-(1-methylethoxy)-1H-indole-2-carboxylic acid (1.43 g), 1-hydroxybenzotriazole (810 mg), 1-ethyl-3-(3-dimethylaminopropyl)carbodiimide hydrochloride (1.15 g) and N,N-dimethylformamide (50 mL) was stirred at room temperature for 30 min. An aqueous solution of ammonium hydroxide (25%, 5 mL) was added to the mixture. The whole was stirred at room temperature for 4.5 days. Water was added to the mixture and the mixture was extracted with ethyl ace... Starting materials: CCO, CC(=O)[O-], Clc1ncnc2[nH]ncc12, OB(O)c1cccnc1F, [K+]. The product is Fc1ncccc1-c1ncnc2[nH]ncc12. Reaction SMILES: [CH3:26][CH2:27][OH:28].[CH3:2][C:3](=[O:4])[O-:5].[Cl:6][c:7]1[c:8]2[c:9]([n:10][cH:11][n:12]1)[nH:13][n:14][cH:15]2.[F:16][c:17]1[n:18][cH:19][cH:20][cH:21][c:22]1[B:23]([OH:24])[OH:25].[K+:1]>>[c:7]1(-[c:22]2[c:17]([F:16])[n:18][cH:19][cH:20][cH:21]2)[c:8]2[c:9]([n:10][cH:11][n:12]1)[nH:13][n:14][cH:15]2. Starting materials: COC(=O)CCC(=NOCc1ccccc1OCc1nc(-c2ccccc2)oc1C)c1ccccc1, CO, Cl, [Na+], C1CCOC1, [OH-], O. The product is Cc1oc(-c2ccccc2)nc1COc1ccccc1CON=C(CCC(=O)O)c1ccccc1. RXN SMILES: [CH3:1][c:2]1[c:3]([CH2:13][O:14][c:15]2[c:16]([CH2:17][O:18][N:19]=[C:20]([CH2:21][CH2:22][C:23](=[O:24])[O:25][CH3:26])[c:27]3[cH:28][cH:29][cH:30][cH:31][cH:32]3)[cH:33][cH:34][cH:35][cH:36]2)[n:4][c:5](-[c:7]2[cH:8][cH:9][cH:10][cH:11][cH:12]2)[o:6]1.[CH3:37][OH:38].[ClH:41].[Na+:40].[O:43]1[CH2:44][CH2:45][CH2:46][CH2:47]1.[OH-:39].[OH2:42]>>[CH3:1][c:2]1[c:3]([CH2:13][O:14][c:15]2[c:16]([CH2:17][O:18][N:19]=[C:20]([CH2:21][CH2:22][C:23](=[O:24])[OH:25])[c:27]3[cH:28][cH:29][cH:30][cH:31][cH:32]3)[cH:33][cH:34][cH:35][cH:36]2)[n:4][c:5](-[c:7]2[cH:8][cH:9][cH:10][cH:11][cH:12]2)[o:6]1.